This data is from the Open Reaction Database (ORD), a public repository of structured organic reaction records. The task is: describe an organic reaction: reactants, conditions, products, and yield Solvent: CC#N (CH3CN). Procedure details: Following the general procedure outlined in Example 2, 1-azabicyclo[2.2.1]hept-4-yl(diphenyl)methanol (30.8 mg, 0.110 mmol) and 2-bromoethyl phenyl ether (35.7 mg, 0.177 mmol) in 2 CH3CN/3CHCl3 (2.5 mL) were reacted to give the desired product (33.1 mg, 62%). EI-MS m/z 400 (M+) Rt (1.86 min). The product is [Br-].OC(C12CC[N+](CC1)(C2)CCOC2=CC=CC=C2)(C2=CC=CC=C2)C2=CC=CC=C2 (4-[hydroxy(diphenyl)methyl]-1-[2-(phenyloxy)ethyl]-1-azoniabicyclo[2.2.1]heptane bromide). Yield: 62.6%. As a reaction SMILES: [N:1]12[CH2:7][C:4]([C:8]([C:16]3[CH:21]=[CH:20][CH:19]=[CH:18][CH:17]=3)([C:10]3[CH:15]=[CH:14][CH:13]=[CH:12][CH:11]=3)[OH:9])([CH2:5][CH2:6]1)[CH2:3][CH2:2]2.[C:22]1([O:28][CH2:29][CH2:30][Br:31])[CH:27]=[CH:26][CH:25]=[CH:24][CH:23]=1>CC#N>[Br-:31].[OH:9][C:8]([C:16]1[CH:21]=[CH:20][CH:19]=[CH:18][CH:17]=1)([C:10]1[CH:15]=[CH:14][CH:13]=[CH:12][CH:11]=1)[C:4]12[CH2:7][N+:1]([CH2:30][CH2:29][O:28][C:22]3[CH:27]=[CH:26][CH:25]=[CH:24][CH:23]=3)([CH2:6][CH2:5]1)[CH2:2][CH2:3]2 |f:3.4|. Starting materials: N12CCC(CC1)(C2)C(O)(C2=CC=CC=C2)C2=CC=CC=C2 (1-azabicyclo[2.2.1]hept-4-yl(diphenyl)methanol), C1(=CC=CC=C1)OCCBr (2-bromoethyl phenyl ether).